From a dataset of the Open Reaction Database (ORD), a public repository of structured organic reaction records. describe an organic reaction: reactants, conditions, products, and yield The reactants are BrC=1C=CC(=NC1)CO ((5-bromo-pyridin-2-yl)-methanol), N1C=NC=C1 (imidazole), [Si](C1=CC=CC=C1)(C1=CC=CC=C1)(C(C)(C)C)Cl (tert-butyldiphenylsilyl chloride). The solvent is ClCCl (dichloromethane). Run at time 16 hour. The product is BrC=1C=CC(=NC1)CO[Si](C1=CC=CC=C1)(C1=CC=CC=C1)C(C)(C)C (5-bromo-2-(tert-butyl-diphenylsilanyloxymethyl)-pyridine). Reaction SMILES: [Br:1][C:2]1[CH:3]=[CH:4][C:5]([CH2:8][OH:9])=[N:6][CH:7]=1.N1C=CN=C1.[Si:15](Cl)([C:28]([CH3:31])([CH3:30])[CH3:29])([C:22]1[CH:27]=[CH:26][CH:25]=[CH:24][CH:23]=1)[C:16]1[CH:21]=[CH:20][CH:19]=[CH:18][CH:17]=1>ClCCl>[Br:1][C:2]1[CH:3]=[CH:4][C:5]([CH2:8][O:9][Si:15]([C:28]([CH3:31])([CH3:30])[CH3:29])([C:22]2[CH:23]=[CH:24][CH:25]=[CH:26][CH:27]=2)[C:16]2[CH:21]=[CH:20][CH:19]=[CH:18][CH:17]=2)=[N:6][CH:7]=1. Procedure details: To a solution of (5-bromo-pyridin-2-yl)-methanol (300 mg) in dichloromethane (20 mL) was added imidazole (217 mg) and tert-butyldiphenylsilyl chloride (0.41 mL) and the reaction stirred at room temperature for 16 h. the reaction was quenched with water (20 mL) and extracted into dichloromethane (2×30 mL). The organic layers were dried (MgSO4) and reduced in vacuo to give 5-bromo-2-(tert-butyl-diphenylsilanyloxymethyl)-pyridine as an oil. Reactants: C1(=CC=CC=C1)N(C(C[C@H]1C[C@H](OC(O1)(C)C)CCN1C(=C(C(=C1C1=CC=C(C=C1)F)C1=CC=CC=C1)C(=O)NC1=CC=CC=C1)C(C)C)=O)C1=CC=CC=C1 ((4R-cis)-1-[2-[6-[2-(diphenylamino)-2-oxoethyl]-2,2-dimethyl-1,3-dioxan-4-yl]ethyl]-5-(4-fluorophenyl)-2-(1-methylethyl)-N,4-diphenyl-1H-pyrrole-3-carboxamide), Cl (hydrochloric acid). Reported procedure: (4R-cis)-1-[2-[6-[2-(diphenylamino)-2-oxoethyl]-2,2-dimethyl-1,3-dioxan-4-yl]ethyl]-5-(4-fluorophenyl)-2-(1-methylethyl)-N,4-diphenyl-1H-pyrrole-3-carboxamide is dissolved in methanol (300 mL) and reacted by adding 1.0 N hydrochloric acid (100 mL) and stirring for 12 hours at room temperature. The white crystalline solid [R-(R*,R*)]-5-(4-fluorophenyl)-β,δ-dihydroxy-2-(1-methylethyl)-N,N,4-triphenyl-3-[(phenylamino)carbonyl]-1H-pyrrole-1-heptanamide is isolated by filtration (mp 228.5°-232.9° C.,... The product is FC1=CC=C(C=C1)C1=C(C(=C(N1CCC(CC(CC(=O)N(C1=CC=CC=C1)C1=CC=CC=C1)O)O)C(C)C)C(=O)NC1=CC=CC=C1)C1=CC=CC=C1 (5-(4-fluorophenyl)-β,δ-dihydroxy-2-(1-methylethyl)-N,N,4-triphenyl-3-[(phenylamino)carbonyl]-1H-pyrrole-1-heptanamide). Run at time 12 hour. Run in CO (methanol). Reaction SMILES: [C:1]1([N:7]([C:51]2[CH:56]=[CH:55][CH:54]=[CH:53][CH:52]=2)[C:8](=[O:50])[CH2:9][C@@H:10]2[O:15]C(C)(C)[O:13][C@H:12]([CH2:18][CH2:19][N:20]3[C:24]([C:25]4[CH:30]=[CH:29][C:28]([F:31])=[CH:27][CH:26]=4)=[C:23]([C:32]4[CH:37]=[CH:36][CH:35]=[CH:34][CH:33]=4)[C:22]([C:38]([NH:40][C:41]4[CH:46]=[CH:45][CH:44]=[CH:43][CH:42]=4)=[O:39])=[C:21]3[CH:47]([CH3:49])[CH3:48])[CH2:11]2)[CH:6]=[CH:5][CH:4]=[CH:3][CH:2]=1.Cl>CO>[F:31][C:28]1[CH:29]=[CH:30][C:25]([C:24]2[N:20]([CH2:19][CH2:18][CH:12]([OH:13])[CH2:11][CH:10]([OH:15])[CH2:9][C:8]([N:7]([C:51]3[CH:56]=[CH:55][CH:54]=[CH:53][CH:52]=3)[C:1]3[CH:6]=[CH:5][CH:4]=[CH:3][CH:2]=3)=[O:50])[C:21]([CH:47]([CH3:49])[CH3:48])=[C:22]([C:38]([NH:40][C:41]3[CH:46]=[CH:45][CH:44]=[CH:43][CH:42]=3)=[O:39])[C:23]=2[C:32]2[CH:37]=[CH:36][CH:35]=[CH:34][CH:33]=2)=[CH:26][CH:27]=1. The reactants are CCOc1ccc(C2(CC=O)CC2)cc1, CCOCC, [Cl-], [Mg], [NH4+], BrCc1cccc(Oc2ccccc2)c1. As a reaction SMILES: [CH2:17]([CH3:18])[O:19][c:20]1[cH:21][cH:22][c:23]([C:26]2([CH2:29][CH:30]=[O:31])[CH2:27][CH2:28]2)[cH:24][cH:25]1.[CH3:34][CH2:35][O:36][CH2:37][CH3:38].[Cl-:32].[Mg:16].[NH4+:33].[O:1]([c:2]1[cH:3][cH:4][cH:5][cH:6][cH:7]1)[c:8]1[cH:9][c:10]([CH2:11][Br:12])[cH:13][cH:14][cH:15]1>>[O:1]([c:2]1[cH:3][cH:4][cH:5][cH:6][cH:7]1)[c:8]1[cH:9][c:10]([CH2:11][CH:30]([CH2:29][C:26]2([c:23]3[cH:22][cH:21][c:20]([O:19][CH2:17][CH3:18])[cH:25][cH:24]3)[CH2:27][CH2:28]2)[OH:31])[cH:13][cH:14][cH:15]1. Product: CCOc1ccc(C2(CC(O)Cc3cccc(Oc4ccccc4)c3)CC2)cc1.